Dataset: the Open Reaction Database (ORD), a public repository of structured organic reaction records. Task: describe an organic reaction: reactants, conditions, products, and yield Reactants: S(=O)([O-])[O-].[Na+].[Na+] (sodium sulfite), C(=O)(OCC)C1C(C(N1C1=CC=C(C=C1)OC)=O)OC (4-carboethoxy-3-methoxy-1-(p-methoxyphenyl)azetidine-2-one), [N+](=O)([O-])[O-].[NH4+] (ammonium nitrate). The solvent is C(C)#N (acetonitrile), O (H2O). Conditions: time 1 hour. Yields the product C(=O)(OCC)C1C(C(N1)=O)OC (4-carboethoxy-3-methoxyazetidine-2-one). Yield: 80.6%. Reaction SMILES: [C:1]([CH:6]1[N:9](C2C=CC(OC)=CC=2)[C:8](=[O:18])[CH:7]1[O:19][CH3:20])([O:3][CH2:4][CH3:5])=[O:2].[N+]([O-])([O-])=O.[NH4+].S([O-])([O-])=O.[Na+].[Na+]>C(#N)C.O>[C:1]([CH:6]1[NH:9][C:8](=[O:18])[CH:7]1[O:19][CH3:20])([O:3][CH2:4][CH3:5])=[O:2] |f:1.2,3.4.5|. Procedure: To a solution of 1.4 g of 4-carboethoxy-3-methoxy-1-(p-methoxyphenyl)azetidine-2-one in 50 ml acetonitrile at 0° was added a solution of 8.23 g of cerric ammonium nitrate in 50 ml H2O over 3 minutes. After stirring at 0° for 1 hour the solution was poured into 200 ml of 10% sodium sulfite and extracted with 3×75 ml of ethyl acetate. The combined organic extracts were washed with 10% sodium sulfite and saturated sodium chloride solutions and dried over sodium sulfate. Filtration and evaporation g...